Task: describe an organic reaction: reactants, conditions, products, and yield. Dataset: the Open Reaction Database (ORD), a public repository of structured organic reaction records Starting materials: ClC=1C=C2C=CC(NC2=CC1C)=O (6-chloro-7-methylquinolin-2(1H)-one), ClC=1C(=C2C=CC(NC2=CC1)=O)C (6-chloro-5-methylquinolin-2(1H)-one), C(=O)([O-])[O-].[Cs+].[Cs+] (Cs2CO3), IC (iodomethane). Run in CN(C)C=O (DMF), ClCCl (dichloromethane). Conditions: temperature 100 celsius. Product: ClC=1C=C2C=CC(N(C2=CC1C)C)=O (6-Chloro-1,7-dimethylquinolin-2(1H)-one). RXN SMILES: [Cl:1][C:2]1[CH:3]=[C:4]2[C:9](=[CH:10][C:11]=1[CH3:12])[NH:8][C:7](=[O:13])[CH:6]=[CH:5]2.Cl[C:15]1C(C)=C2C(=CC=1)NC(=O)C=C2.C([O-])([O-])=O.[Cs+].[Cs+].IC>CN(C=O)C.ClCCl>[Cl:1][C:2]1[CH:3]=[C:4]2[C:9](=[CH:10][C:11]=1[CH3:12])[N:8]([CH3:15])[C:7](=[O:13])[CH:6]=[CH:5]2 |f:2.3.4|. Procedure: A mixture of 6-chloro-7-methylquinolin-2(1H)-one, 6-chloro-5-methylquinolin-2(1H)-one, Cs2CO3, and iodomethane in DMF was heated in a microwave reactor at 100° C. for 30 min. The mixture was diluted with dichloromethane, washed with water and dried over sodium sulfate. After removing the solvent the crude product (600 mg) was used in the next step without purification. MS (ESI) m/z: Calculated for C11H10ClNO: 207.1. found: 208 (M+H)+.